Dataset: the Open Reaction Database (ORD), a public repository of structured organic reaction records. Task: describe an organic reaction: reactants, conditions, products, and yield Starting materials: Cc1cccnn1, O=Cc1ccccc1, [Cl-], [Cl-], [Zn+2]. Yields the product C(=Cc1cccnn1)c1ccccc1. RXN SMILES: [CH3:9][c:10]1[n:11][n:12][cH:13][cH:14][cH:15]1.[CH:1](=[O:2])[c:3]1[cH:4][cH:5][cH:6][cH:7][cH:8]1.[Cl-:16].[Cl-:18].[Zn+2:17]>>[CH:1]([c:3]1[cH:4][cH:5][cH:6][cH:7][cH:8]1)=[CH:9][c:10]1[n:11][n:12][cH:13][cH:14][cH:15]1. Starting materials: FC(C(=O)O)(F)F.OC=1C(=CC2=C(N(CCO2)C)C1)C1C(N(C2=CC=CC=C12)C[C@@H]1OCCC1)=O (3-(6-hydroxy-4-methyl-3,4-dihydro-2H-1,4-benzoxazin-7-yl)-1-[(2R)-tetrahydrofuran-2-ylmethyl]-1,3-dihydro-2H-indol-2-one trifluoroacetate), C1(=CC=CC=C1)C(N1C(C(C2=CC=CC=C12)C1=C(C=C(C(=C1)C)OC)O)=O)C1=CC=CC=C1 (1-(diphenylmethyl)-3-(2-hydroxy-4-methoxy-5-methylphenyl)-1,3-dihydro-2H-indol-2-one). Yields the product CN1CCOC2=C1C=C1C(=C2)C2(C(N(C3=CC=CC=C23)C[C@@H]2OCCC2)=O)CO1 (4-methyl-1′-[(2R)-tetrahydrofuran-2-ylmethyl]-3,4-dihydro-2H-spiro[furo[2,3-g][1,4]benzoxazine-8,3′-indol]-2′(1′H)-one). Reaction SMILES: F[C:2](F)(F)C(O)=O.[OH:8][C:9]1[C:10]([CH:20]2[C:28]3[C:23](=[CH:24][CH:25]=[CH:26][CH:27]=3)[N:22]([CH2:29][C@H:30]3[CH2:34][CH2:33][CH2:32][O:31]3)[C:21]2=[O:35])=[CH:11][C:12]2[O:17][CH2:16][CH2:15][N:14]([CH3:18])[C:13]=2[CH:19]=1.C1(C(C2C=CC=CC=2)N2C3C(=CC=CC=3)C(C3C=C(C)C(OC)=CC=3O)C2=O)C=CC=CC=1>>[CH3:18][N:14]1[C:13]2[CH:19]=[C:9]3[O:8][CH2:2][C:20]4([C:28]5[C:23](=[CH:24][CH:25]=[CH:26][CH:27]=5)[N:22]([CH2:29][C@H:30]5[CH2:34][CH2:33][CH2:32][O:31]5)[C:21]4=[O:35])[C:10]3=[CH:11][C:12]=2[O:17][CH2:16][CH2:15]1 |f:0.1|. Procedure: Following the procedure as described in EXAMPLE 2 and making non-critical variations using 3-(6-hydroxy-4-methyl-3,4-dihydro-2H-1,4-benzoxazin-7-yl)-1-[(2R)-tetrahydrofuran-2-ylmethyl]-1,3-dihydro-2H-indol-2-one trifluoroacetate to replace 1-(diphenylmethyl)-3-(2-hydroxy-4-methoxy-5-methylphenyl)-1,3-dihydro-2H-indol-2-one, 4-methyl-1′-[(2R)-tetrahydrofuran-2-ylmethyl]-3,4-dihydro-2H-spiro[furo[2,3-g][1,4]benzoxazine-8,3′-indol]-2′(1′H)-one was obtained (62%) as a pale yellow solid: mp 138-140° ...